From a dataset of the Open Reaction Database (ORD), a public repository of structured organic reaction records. describe an organic reaction: reactants, conditions, products, and yield Starting materials: ClCCl, CN1CCOCC1, CC(C)c1ccc(N)c(=O)n1CC(=O)OC(C)(C)C, Cc1cccc(S(=O)(=O)Cl)c1. Yields the product Cc1cccc(S(=O)(=O)Nc2ccc(C(C)C)n(CC(=O)OC(C)(C)C)c2=O)c1. Reaction SMILES: [CH2:38]([Cl:39])[Cl:40].[CH3:20][N:21]1[CH2:22][CH2:23][O:24][CH2:25][CH2:26]1.[NH2:1][c:2]1[c:3](=[O:19])[n:4]([CH2:11][C:12](=[O:13])[O:14][C:15]([CH3:16])([CH3:17])[CH3:18])[c:5]([CH:8]([CH3:9])[CH3:10])[cH:6][cH:7]1.[c:27]1([CH3:37])[cH:28][c:29]([S:33](=[O:34])(=[O:35])[Cl:36])[cH:30][cH:31][cH:32]1>>[NH:1]([c:2]1[c:3](=[O:19])[n:4]([CH2:11][C:12](=[O:13])[O:14][C:15]([CH3:16])([CH3:17])[CH3:18])[c:5]([CH:8]([CH3:9])[CH3:10])[cH:6][cH:7]1)[S:33]([c:29]1[cH:28][c:27]([CH3:37])[cH:32][cH:31][cH:30]1)(=[O:34])=[O:35]. The reactants are C(C)(C)(C)P(C(C)(C)C)C(C)(C)C (tri-tert-butylphosphine), BrC=1SC=C(N1)C(=O)OC (methyl 2-bromothiazole-4-carboxylate), FC1=C(C(=CC(=C1)OC)F)B(O)O (2,6-difluoro-4-methoxyphenylboronic acid), [F-].[K+] (potassium fluoride). The reagents and catalysts are C=1C=CC(=CC1)/C=C/C(=O)/C=C/C2=CC=CC=C2.C=1C=CC(=CC1)/C=C/C(=O)/C=C/C2=CC=CC=C2.C=1C=CC(=CC1)/C=C/C(=O)/C=C/C2=CC=CC=C2.[Pd].[Pd] (tris(dibenzylideneacetone)dipalladium(0)). Run in O1CCCC1 (tetrahydrofuran), O (water). Conditions: temperature 100 celsius. Product: FC1=C(C(=CC(=C1)OC)F)C=1SC=C(N1)C(=O)OC (methyl 2-(2,6-difluoro-4-methoxy-phenyl)thiazole-4-carboxylate). The yield is 73.4%. RXN SMILES: Br[C:2]1[S:3][CH:4]=[C:5]([C:7]([O:9][CH3:10])=[O:8])[N:6]=1.[F:11][C:12]1[CH:17]=[C:16]([O:18][CH3:19])[CH:15]=[C:14]([F:20])[C:13]=1B(O)O.[F-].[K+].C(P(C(C)(C)C)C(C)(C)C)(C)(C)C>O1CCCC1.O.C1C=CC(/C=C/C(/C=C/C2C=CC=CC=2)=O)=CC=1.C1C=CC(/C=C/C(/C=C/C2C=CC=CC=2)=O)=CC=1.C1C=CC(/C=C/C(/C=C/C2C=CC=CC=2)=O)=CC=1.[Pd].[Pd]>[F:11][C:12]1[CH:17]=[C:16]([O:18][CH3:19])[CH:15]=[C:14]([F:20])[C:13]=1[C:2]1[S:3][CH:4]=[C:5]([C:7]([O:9][CH3:10])=[O:8])[N:6]=1 |f:2.3,7.8.9.10.11|. Procedure: To a solution of methyl 2-bromothiazole-4-carboxylate (3.27 mmol, 741 mg) in tetrahydrofuran (15 mL) and water (1.5 mL) was added 2,6-difluoro-4-methoxyphenylboronic acid (1.8 equiv., 5.88 mmol, 1160 mg) and potassium fluoride (3.3 equiv., 10.8 mmol, 627 mg). The mixture was degassed with nitrogen, then tris(dibenzylideneacetone)dipalladium(0) (0.2 equiv., 0.654 mmol, 617 mg) and tri-tert-butylphosphine (1.0 M in toluene; 0.4 equiv., 1.31 mmol, 1.3 mL) were added and the reaction mixture was hea...